The task is: describe an organic reaction: reactants, conditions, products, and yield. This data is from the Open Reaction Database (ORD), a public repository of structured organic reaction records. The reactants are C(C)(=O)[O-].[Na+] (sodium acetate), S1C(=S)NC(=O)C1 (rhodanine), C1=C(C=CC2=CC=CC=C12)COC1=CC=C(C=O)C=C1 (4-[(naphth-2-yl)methoxy]benzaldehyde). The solvent is C(C)(=O)O (acetic acid). Product: C1=C(C=CC2=CC=CC=C12)COC1=CC=C(C=C1)C=C1C(NC(S1)=S)=O (5-[[4-[(naphth-2-yl)methoxy]phenyl]methylene]-2-thioxo-4-thiazolidinone). As a reaction SMILES: [CH:1]1[C:10]2[C:5](=[CH:6][CH:7]=[CH:8][CH:9]=2)[CH:4]=[CH:3][C:2]=1[CH2:11][O:12][C:13]1[CH:20]=[CH:19][C:16]([CH:17]=O)=[CH:15][CH:14]=1.C([O-])(=O)C.[Na+].[S:26]1[CH2:32][C:30](=[O:31])[NH:29][C:27]1=[S:28]>C(O)(=O)C>[CH:1]1[C:10]2[C:5](=[CH:6][CH:7]=[CH:8][CH:9]=2)[CH:4]=[CH:3][C:2]=1[CH2:11][O:12][C:13]1[CH:20]=[CH:19][C:16]([CH:17]=[C:32]2[S:26][C:27](=[S:28])[NH:29][C:30]2=[O:31])=[CH:15][CH:14]=1 |f:1.2|. Procedure: Under a nitrogen atmosphere in a round bottom flask 4-[(naphth-2-yl)methoxy]benzaldehyde (5.24 g, 20 mmol) was dissolved in 100 ml of acetic acid. To this solution was added sodium acetate (5.74 g, 70 mmol) and rhodanine (2.66 g, 20 mmol). The reaction mixture was raised to the reflux temperature and maintained at this temperature. The progress of the reaction was monitored by thin layer chomratography. Starting materials: CN1CC(NC2=C(C1=O)C(=CC=C2)Br)=O (3,4-dihydro-4-methyl-6-bromo-2H-1,4-benzodiazepine-2,5(1H)-dione), [Na] (sodium), [C-]#N (cyanide). Solvent: O (water), CN(C=O)C (dimethyl formamide), O (water). Reaction conditions: temperature 110 celsius, time 10 minute. Yields the product CN1CC(NC2=C(C1=O)C(=CC=C2)C#N)=O (3,4-Dihydro-4-methyl-6-cyano-2H-1,4-benzodiazepine--2,5(1H)-dione). Yield: 42.4%. Reaction SMILES: [CH3:1][N:2]1[C:8](=[O:9])[C:7]2[C:10](Br)=[CH:11][CH:12]=[CH:13][C:6]=2[NH:5][C:4](=[O:15])[CH2:3]1.[C-:16]#[N:17].[Na]>CN(C)C=O.O>[CH3:1][N:2]1[C:8](=[O:9])[C:7]2[C:10]([C:16]#[N:17])=[CH:11][CH:12]=[CH:13][C:6]=2[NH:5][C:4](=[O:15])[CH2:3]1 |^1:17|. Procedure details: 2.3 g of 3,4-dihydro-4-methyl-6-bromo-2H-1,4-benzodiazepine-2,5(1H)-dione (U.S. Pat. No. 4,352,817 ex.9) and 1.26 g of cupro cyanide was dissolved in 5 ml dimethyl formamide. This mixture was heated to 110° C. for 30 minutes. This mixture was then cooled to 50° C. and 2.4 g sodium in 6 ml water was added. The resulting mixture was then stirred for 10 minutes, whereafter 30 ml water was added. This mixture was extracted two times with 25 ml ethyl acetate. The organic phase was dryed with calcium ... Procedure: 5-Methyl-3-phenylisooxazole-4-carboxylic acid (40 mg, 0.197 mmol), ethyl isonipecotate (33.8 mg, 0.215 mmol), O-(benzotriazol-1-yl)-N,N,N′,N′-tetramethyluronium tetrafluoroborate (86.2 mg, 0.268 mmol) and diisopropylethylamine (25.4 mg, 0.197 mmol) were mixed in dimethylformamide (1.5 mL) and stirred at room temperature. Solvent was evaporated in vacuo, and the residue was taken up in methanol (1 mL), filtered and purified by preparative chromatography. The combined fractions were partitioned be... Yields the product CC1=C(C(=NO1)C1=CC=CC=C1)C(=O)N1CCC(CC1)C(=O)OCC (Ethyl 1-[(5-methyl-3-phenylisoxazol-4-yl)carbonyl]piperidine-4-carboxylate). As a reaction SMILES: [CH3:1][C:2]1[O:6][N:5]=[C:4]([C:7]2[CH:12]=[CH:11][CH:10]=[CH:9][CH:8]=2)[C:3]=1[C:13]([OH:15])=O.[NH:16]1[CH2:26][CH2:25][CH:19]([C:20]([O:22][CH2:23][CH3:24])=[O:21])[CH2:18][CH2:17]1.F[B-](F)(F)F.N1(OC(N(C)C)=[N+](C)C)C2C=CC=CC=2N=N1.C(N(C(C)C)CC)(C)C>CN(C)C=O>[CH3:1][C:2]1[O:6][N:5]=[C:4]([C:7]2[CH:8]=[CH:9][CH:10]=[CH:11][CH:12]=2)[C:3]=1[C:13]([N:16]1[CH2:26][CH2:25][CH:19]([C:20]([O:22][CH2:23][CH3:24])=[O:21])[CH2:18][CH2:17]1)=[O:15] |f:2.3|. The solvent is CN(C=O)C (dimethylformamide). Starting materials: CC1=C(C(=NO1)C1=CC=CC=C1)C(=O)O (5-Methyl-3-phenylisooxazole-4-carboxylic acid), N1CCC(C(=O)OCC)CC1 (ethyl isonipecotate), F[B-](F)(F)F.N1(N=NC2=C1C=CC=C2)OC(=[N+](C)C)N(C)C (O-(benzotriazol-1-yl)-N,N,N′,N′-tetramethyluronium tetrafluoroborate), C(C)(C)N(CC)C(C)C (diisopropylethylamine). Starting materials: [I-].[Na+] (Sodium iodide), C(C)(C)N (isopropylamine), BrC1=C(C=C(C=C1C)N1[C@H](CCC1=O)COS(=O)(=O)C)C (methanesulfonic acid (R)-1-(4-bromo-3,5-dimethyl-phenyl)-5-oxo-pyrrolidin-2-ylmethyl ester). Run in C1CCOC1 (THF). Run at temperature 70 celsius, time 1.5 day. The product is BrC1=C(C=C(C=C1C)N1C(CC[C@@H]1CNC(C)C)=O)C ((R)-1-(4-bromo-3,5-dimethyl-phenyl)-5-(isopropylamino-methyl)-pyrrolidin-2-one). Yield: 61.3%. As a reaction SMILES: [I-].[Na+].[CH:3]([NH2:6])([CH3:5])[CH3:4].[Br:7][C:8]1[C:13]([CH3:14])=[CH:12][C:11]([N:15]2[C:19](=[O:20])[CH2:18][CH2:17][C@@H:16]2[CH2:21]OS(C)(=O)=O)=[CH:10][C:9]=1[CH3:27]>C1COCC1>[Br:7][C:8]1[C:13]([CH3:14])=[CH:12][C:11]([N:15]2[C@@H:16]([CH2:21][NH:6][CH:3]([CH3:5])[CH3:4])[CH2:17][CH2:18][C:19]2=[O:20])=[CH:10][C:9]=1[CH3:27] |f:0.1|. Reported procedure: Sodium iodide (catalytic amount) and isopropylamine (1.37 g, 23 mmol) were added to a solution of methanesulfonic acid (R)-1-(4-bromo-3,5-dimethyl-phenyl)-5-oxo-pyrrolidin-2-ylmethyl ester (150 mg, 0.399 mmol) in THF (3 ml) at room temperature, and the mixture was heated with stirring at 70° C. for 1.5 days. After cooling to room temperature, the reaction solution was concentrated under reduced pressure. The resulting residue was purified by silica gel column chromatography (dichloromethane-meth...